From a dataset of the Open Reaction Database (ORD), a public repository of structured organic reaction records. describe an organic reaction: reactants, conditions, products, and yield Starting materials: C1CCOC1, CCO, O=C(Cl)OC(Cl)(Cl)Cl, Nc1ccc(CN2CCOCC2)c(C(F)(F)F)c1, Nc1nccc(Oc2ccc3c(c2)OCCN3)n1. Yields the product Nc1nccc(Oc2ccc3c(c2)OCCN3C(=O)Nc2ccc(CN3CCOCC3)c(C(F)(F)F)c2)n1. RXN SMILES: [CH2:45]1[O:46][CH2:47][CH2:48][CH2:49]1.[CH3:50][CH2:51][OH:52].[Cl:1][C:2](=[O:3])[O:4][C:5]([Cl:6])([Cl:7])[Cl:8].[O:27]1[CH2:28][CH2:29][N:30]([CH2:33][c:34]2[c:35]([C:41]([F:42])([F:43])[F:44])[cH:36][c:37]([NH2:40])[cH:38][cH:39]2)[CH2:31][CH2:32]1.[O:9]1[CH2:10][CH2:11][NH:12][c:13]2[c:14]1[cH:15][c:16]([O:19][c:20]1[n:21][c:22]([NH2:26])[n:23][cH:24][cH:25]1)[cH:17][cH:18]2>>[C:2](=[O:3])([N:12]1[CH2:11][CH2:10][O:9][c:14]2[c:13]1[cH:18][cH:17][c:16]([O:19][c:20]1[n:21][c:22]([NH2:26])[n:23][cH:24][cH:25]1)[cH:15]2)[NH:40][c:37]1[cH:36][c:35]([C:41]([F:42])([F:43])[F:44])[c:34]([CH2:33][N:30]2[CH2:29][CH2:28][O:27][CH2:32][CH2:31]2)[cH:39][cH:38]1. Reactants: BrCc1ccccc1, Clc1nc(N2CCOCC2)c2nc[nH]c2n1. The product is Clc1nc(N2CCOCC2)c2ncn(Cc3ccccc3)c2n1. RXN SMILES: [Br:17][CH2:18][c:19]1[cH:20][cH:21][cH:22][cH:23][cH:24]1.[Cl:1][c:2]1[n:3][c:4]([N:11]2[CH2:12][CH2:13][O:14][CH2:15][CH2:16]2)[c:5]2[n:6][cH:7][nH:8][c:9]2[n:10]1>>[Cl:1][c:2]1[n:3][c:4]([N:11]2[CH2:12][CH2:13][O:14][CH2:15][CH2:16]2)[c:5]2[n:6][cH:7][n:8]([CH2:18][c:19]3[cH:20][cH:21][cH:22][cH:23][cH:24]3)[c:9]2[n:10]1. The reactants are C(C)O (Ethanol), resultant product, ClC=1C=C(CN2C[C@@H](OCC2)CNC(CCl)=O)C=CC1Cl ((2S)-N-{[4-(3,4-dichlorobenzyl)morpholin-2-yl]methyl}chloroacetamide), C(C)(=O)OCC.Cl (hydrogen chloride-ethyl acetate). Solvent: C(C)(=O)OCC (ethyl acetate). Conditions: time 8 hour. Product: Cl.ClC=1C=C(CN2C[C@@H](OCC2)CNC(CCl)=O)C=CC1Cl ((2S)-N-{[4-(3,4-dichlorobenzyl)morpholin-2-yl]methyl}chloroacetamide hydrochloride). Reaction SMILES: [Cl:1][C:2]1[CH:3]=[C:4]([CH:18]=[CH:19][C:20]=1[Cl:21])[CH2:5][N:6]1[CH2:11][CH2:10][O:9][C@@H:8]([CH2:12][NH:13][C:14](=[O:17])[CH2:15][Cl:16])[CH2:7]1.C(OCC)(=O)C.Cl.C(O)C>C(OCC)(=O)C>[ClH:1].[Cl:1][C:2]1[CH:3]=[C:4]([CH:18]=[CH:19][C:20]=1[Cl:21])[CH2:5][N:6]1[CH2:11][CH2:10][O:9][C@@H:8]([CH2:12][NH:13][C:14](=[O:17])[CH2:15][Cl:16])[CH2:7]1 |f:1.2,5.6|. Procedure: The resultant product (31.0 g) of (1-1) was dissolved in ethyl acetate (100 mL), and a 4 mol/L hydrogen chloride-ethyl acetate solution (22.5 mL) was added dropwise under ice-cooling. Ethanol was further added for dissolution, and the mixture was left standing overnight and the resulting solid was collected by filtration, washed with ethyl acetate, and dried to give the title compound (29.8 g) as white crystals. The reactants are CNC[C@@H]1CC[C@H](CC1)CO (trans-(4-methylaminomethyl-cyclohexyl)-methanol), C(C1=CC=CC=C1)OC(=O)ON1C(CCC1=O)=O (N-(benzyloxycarbonyloxy)-succinimide). Run in CO (methanol). Run at time 2 hour. The product is C(C1=CC=CC=C1)OC(N(C)C[C@@H]1CC[C@H](CC1)CO)=O (trans-(4-hydroxymethyl-cyclohexylmethyl)-methyl-carbamic acid benzyl ester). The yield is 42.9%. RXN SMILES: [CH3:1][NH:2][CH2:3][C@H:4]1[CH2:9][CH2:8][C@H:7]([CH2:10][OH:11])[CH2:6][CH2:5]1.[CH2:12]([O:19][C:20]([O:22]N1C(=O)CCC1=O)=O)[C:13]1[CH:18]=[CH:17][CH:16]=[CH:15][CH:14]=1>CO>[CH2:12]([O:19][C:20](=[O:22])[N:2]([CH2:3][C@H:4]1[CH2:9][CH2:8][C@H:7]([CH2:10][OH:11])[CH2:6][CH2:5]1)[CH3:1])[C:13]1[CH:14]=[CH:15][CH:16]=[CH:17][CH:18]=1. Reported procedure: 2.1 g (13.35 mmol) trans-(4-methylaminomethyl-cyclohexyl)-methanol (example 1.1) were dissolved in 20 ml methanol. 3.32 g (13.35 mmol) N-(benzyloxycarbonyloxy)-succinimide were added and the solution was stirred at room temperature for 2 hours, then for 1 hour at 50° C. Afterwards, the solvent was evaporated under reduced pressure and the residue was partitioned between dichloromethane and water. The organic phase was washed with water (2 times), then with brine and finally dried over magnesium ... Conditions: time 8 hour. RXN SMILES: [CH:1]([N:4]([CH3:29])[C:5]1[C:6]([C:19]2[CH:28]=[C:27]3[C:22]([N:23]=[CH:24][CH:25]=[N:26]3)=[CH:21][CH:20]=2)=[N:7][C:8]2[C:13]([N:14]=1)=[CH:12][C:11]([C:15]([O:17]C)=[O:16])=[CH:10][CH:9]=2)([CH3:3])[CH3:2].[OH-].[Na+].Cl>CO.O>[CH:1]([N:4]([CH3:29])[C:5]1[C:6]([C:19]2[CH:28]=[C:27]3[C:22]([N:23]=[CH:24][CH:25]=[N:26]3)=[CH:21][CH:20]=2)=[N:7][C:8]2[C:13]([N:14]=1)=[CH:12][C:11]([C:15]([OH:17])=[O:16])=[CH:10][CH:9]=2)([CH3:3])[CH3:2] |f:1.2|. Procedure details: To a solution of methyl 3-(isopropyl(methyl)amino)-2,7′-biquinoxaline-6-carboxylate (90 mg, 0.23 mmol) in methanol (30 mL) and water (1 ml), was added sodium hydroxide (54 mg, 1.35 mmol). After stirring overnight at room temperature, the reaction mixture was concentrated under reduced pressure to afford a residue, which was dissolved in water (10 ml), adjusted the pH value to 6 with HCl (3N) and filtered to give 3-(isopropyl(methyl)amino)-2,7′-biquinoxaline-6-carboxylic acid as a light yellow so... Starting materials: C(C)(C)N(C=1C(=NC2=CC=C(C=C2N1)C(=O)OC)C1=CC=C2N=CC=NC2=C1)C (methyl 3-(isopropyl(methyl)amino)-2,7′-biquinoxaline-6-carboxylate), [OH-].[Na+] (sodium hydroxide), Cl (HCl). The solvent is CO (methanol), O (water), O (water). Isolated yield 50.8%. Yields the product C(C)(C)N(C=1C(=NC2=CC=C(C=C2N1)C(=O)O)C1=CC=C2N=CC=NC2=C1)C (3-(isopropyl(methyl)amino)-2,7′-biquinoxaline-6-carboxylic acid). Run at time 30 minute. Procedure details: To 7-bromo-N-[4-[[N-methyl-N-(tetrahydropyran-4-yl)amino]methyl]phenyl]-1,1-dioxo-2,3-dihydro-1-benzothiepine-4-carboxamide (300 mg) was added toluene/ethanol/water (20/1/1, 13.9 ml) and then were added 3-(propoxyethoxy)phenyl borate (155 mg) and potassium carbonate (176 mg), and the mixture was stirred at room temperature for 30 minutes. To the mixture was added tetrakistriphenylphosphinepalladium (27 mg), and the mixture was refluxed for 16 hours and cooled to room temperature. The mixture was... As a reaction SMILES: Br[C:2]1[CH:3]=[CH:4][C:5]2[S:11](=[O:13])(=[O:12])[CH2:10][CH2:9][C:8]([C:14]([NH:16][C:17]3[CH:22]=[CH:21][C:20]([CH2:23][N:24]([CH3:31])[CH:25]4[CH2:30][CH2:29][O:28][CH2:27][CH2:26]4)=[CH:19][CH:18]=3)=[O:15])=[CH:7][C:6]=2[CH:32]=1.C1(C)C=CC=CC=1.C(O)C.O.B([O-])([O-])O[C:46]1[CH:51]=[CH:50][CH:49]=[C:48]([O:52][CH2:53][CH2:54][O:55][CH2:56][CH2:57][CH3:58])[CH:47]=1.C(=O)([O-])[O-].[K+].[K+]>C1C=CC([P]([Pd]([P](C2C=CC=CC=2)(C2C=CC=CC=2)C2C=CC=CC=2)([P](C2C=CC=CC=2)(C2C=CC=CC=2)C2C=CC=CC=2)[P](C2C=CC=CC=2)(C2C=CC=CC=2)C2C=CC=CC=2)(C2C=CC=CC=2)C2C=CC=CC=2)=CC=1.O>[CH3:31][N:24]([CH2:23][C:20]1[CH:21]=[CH:22][C:17]([NH:16][C:14]([C:8]2[CH2:9][CH2:10][S:11](=[O:13])(=[O:12])[C:5]3[CH:4]=[CH:3][C:2]([C:50]4[CH:51]=[CH:46][CH:47]=[C:48]([O:52][CH2:53][CH2:54][O:55][CH2:56][CH2:57][CH3:58])[CH:49]=4)=[CH:32][C:6]=3[CH:7]=2)=[O:15])=[CH:18][CH:19]=1)[CH:25]1[CH2:30][CH2:29][O:28][CH2:27][CH2:26]1 |f:1.2.3,5.6.7,^1:70,72,91,110|. The reactants are BrC=1C=CC2=C(C=C(CCS2(=O)=O)C(=O)NC2=CC=C(C=C2)CN(C2CCOCC2)C)C1 (7-bromo-N-[4-[[N-methyl-N-(tetrahydropyran-4-yl)amino]methyl]phenyl]-1,1-dioxo-2,3-dihydro-1-benzothiepine-4-carboxamide), C1(=CC=CC=C1)C.C(C)O.O (toluene ethanol water), B(OC1=CC(=CC=C1)OCCOCCC)([O-])[O-] (3-(propoxyethoxy)phenyl borate), C([O-])([O-])=O.[K+].[K+] (potassium carbonate). Yields the product CN(C1CCOCC1)CC1=CC=C(C=C1)NC(=O)C=1CCS(C2=C(C1)C=C(C=C2)C2=CC(=CC=C2)OCCOCCC)(=O)=O (N-[4-[[N-methyl-N-(tetrahydropyran-4-yl)amino]methyl]phenyl]-7-[3-(2-propoxyethoxy)phenyl]-1,1-dioxo-2,3-dihydro-1-benzothiepine-4-carboxamide). The reagents and catalysts are C=1C=CC(=CC1)[P](C=2C=CC=CC2)(C=3C=CC=CC3)[Pd]([P](C=4C=CC=CC4)(C=5C=CC=CC5)C=6C=CC=CC6)([P](C=7C=CC=CC7)(C=8C=CC=CC8)C=9C=CC=CC9)[P](C=1C=CC=CC1)(C=1C=CC=CC1)C=1C=CC=CC1 (tetrakistriphenylphosphinepalladium). Isolated yield 43.1%. The solvent is O (water). The reactants are O=C([O-])[O-], CC1(C)OB(c2cnc(N)nc2)OC1(C)C, CC#N, CC(C)N1CCC(N(C)Cc2cc3nc(Cl)nc(N4CCOCC4)c3s2)CC1, Cl, [Na+], [Na+], Cl[Pd]Cl, c1ccc(P(c2ccccc2)c2ccccc2)cc1, c1ccc(P(c2ccccc2)c2ccccc2)cc1. Product: CC(C)N1CCC(N(C)Cc2cc3nc(-c4cnc(N)nc4)nc(N4CCOCC4)c3s2)CC1. RXN SMILES: [C:45](=[O:46])([O-:47])[O-:48].[CH3:29][C:30]1([CH3:31])[C:32]([CH3:33])([CH3:34])[O:35][B:36]([c:37]2[cH:38][n:39][c:40]([NH2:43])[n:41][cH:42]2)[O:44]1.[CH3:52][C:53]#[N:54].[Cl:1][c:2]1[n:3][c:4]([N:23]2[CH2:24][CH2:25][O:26][CH2:27][CH2:28]2)[c:5]2[c:6]([n:7]1)[cH:8][c:9]([CH2:11][N:12]([CH3:13])[CH:14]1[CH2:15][CH2:16][N:17]([CH:20]([CH3:21])[CH3:22])[CH2:18][CH2:19]1)[s:10]2.[ClH:51].[Na+:49].[Na+:50].[Pd:55]([Cl:56])[Cl:57].[c:58]1([P:59]([c:60]2[cH:61][cH:62][cH:63][cH:64][cH:65]2)[c:66]2[cH:67][cH:68][cH:69][cH:70][cH:71]2)[cH:72][cH:73][cH:74][cH:75][cH:76]1.[c:77]1([P:78]([c:79]2[cH:80][cH:81][cH:82][cH:83][cH:84]2)[c:85]2[cH:86][cH:87][cH:88][cH:89][cH:90]2)[cH:91][cH:92][cH:93][cH:94][cH:95]1>>[c:2]1(-[c:37]2[cH:38][n:39][c:40]([NH2:43])[n:41][cH:42]2)[n:3][c:4]([N:23]2[CH2:24][CH2:25][O:26][CH2:27][CH2:28]2)[c:5]2[c:6]([n:7]1)[cH:8][c:9]([CH2:11][N:12]([CH3:13])[CH:14]1[CH2:15][CH2:16][N:17]([CH:20]([CH3:21])[CH3:22])[CH2:18][CH2:19]1)[s:10]2. The reactants are C12(CC3CC(CC(C1)C3)C2)SCCN([C@@H](C)C(=O)O)N=O (N-[2-(1-adamantylthio)ethyl]-N-nitrosoalanine), O (water). Solvent: C(C)(=O)OC(C)=O (acetic anhydride). Reaction conditions: time 24 hour. The product is C12(CC3CC(CC(C1)C3)C2)SCC[N+]=2[N-]OC(C2C)=O (3-[2-(1-adamantylthio)ethyl] 4-methylsydnone). Reaction SMILES: [C:1]12([S:11][CH2:12][CH2:13][N:14]([N:20]=O)[C@H:15]([C:17]([OH:19])=[O:18])[CH3:16])[CH2:10][CH:5]3[CH2:6][CH:7]([CH2:9][CH:3]([CH2:4]3)[CH2:2]1)[CH2:8]2.O>C(OC(=O)C)(=O)C>[C:1]12([S:11][CH2:12][CH2:13][N+:14]3[N-:20][O:19][C:17](=[O:18])[C:15]=3[CH3:16])[CH2:10][CH:5]3[CH2:6][CH:7]([CH2:9][CH:3]([CH2:4]3)[CH2:2]1)[CH2:8]2. Procedure: The N-[2-(1-adamantylthio)ethyl]-N-nitrosoalanine prepared in Example 6 is dissolved in 163 parts of acetic anhydride, then allowed to stand at room temperature for 24 hours. The solution is heated briefly to 65° on a steam bath and allowed to cool to room temperature. Then the solution is added to 1000 parts of water and stirred for 3 hours. The solid which forms is collected by filtration, washed successively with water, and saturated sodium bicarbonate and water, and dried. Recrystallization ...